This data is from the Open Reaction Database (ORD), a public repository of structured organic reaction records. The task is: describe an organic reaction: reactants, conditions, products, and yield The product is Cc1ccc(S(=O)(=O)n2cc(I)c3c(Cl)ccnc32)cc1. RXN SMILES: [CH2:36]1[O:37][CH2:38][CH2:39][CH2:40]1.[CH3:30][CH2:31][O:32][C:33](=[O:34])[CH3:35].[Cl:3][c:4]1[c:5]2[c:6]([n:7][cH:8][cH:9]1)[nH:10][cH:11][c:12]2[I:13].[H-:1].[Na+:29].[Na+:2].[O-:25][C:26]([OH:27])=[O:28].[c:14]1([CH3:24])[cH:15][cH:16][c:17]([S:20](=[O:21])(=[O:22])[Cl:23])[cH:18][cH:19]1>>[Cl:3][c:4]1[c:5]2[c:6]([n:7][cH:8][cH:9]1)[n:10]([S:20]([c:17]1[cH:16][cH:15][c:14]([CH3:24])[cH:19][cH:18]1)(=[O:21])=[O:22])[cH:11][c:12]2[I:13]. The reactants are C1CCOC1, CCOC(C)=O, Clc1ccnc2[nH]cc(I)c12, [H-], [Na+], [Na+], O=C([O-])O, Cc1ccc(S(=O)(=O)Cl)cc1.